This data is from the Open Reaction Database (ORD), a public repository of structured organic reaction records. The task is: describe an organic reaction: reactants, conditions, products, and yield The reactants are [Si](C)(C)(C(C)(C)C)OCC(C)N1C=C(C2=C1N=C(N=C2)Cl)I (7-(2-{[tert-butyl(dimethyl)silyl]oxy}-1-methylethyl)-2-chloro-5-iodo-7H-pyrrolo[2,3-d]pyrimidine), BrC=1C=NC=C(C(=O)N(C)OC)C1 (5-bromo-N-methoxy-N-methylnicotinamide). The product is BrC=1C=C(C=NC1)C(=O)C1=CN(C=2N=C(N=CC21)Cl)C(CO[Si](C)(C)C(C)(C)C)C ((5-Bromopyridin-3-yl)[7-(2-{[tert-butyl(dimethyl)silyl]oxy}-1-methylethyl)-2-chloro-7H-pyrrolo[2,3-d]pyrimidin-5-yl]methanone). As a reaction SMILES: [Si:1]([O:8][CH2:9][CH:10]([N:12]1[C:16]2[N:17]=[C:18]([Cl:21])[N:19]=[CH:20][C:15]=2[C:14](I)=[CH:13]1)[CH3:11])([C:4]([CH3:7])([CH3:6])[CH3:5])([CH3:3])[CH3:2].[Br:23][C:24]1[CH:25]=[N:26][CH:27]=[C:28]([CH:35]=1)[C:29](N(OC)C)=[O:30]>>[Br:23][C:24]1[CH:35]=[C:28]([C:29]([C:14]2[C:15]3[CH:20]=[N:19][C:18]([Cl:21])=[N:17][C:16]=3[N:12]([CH:10]([CH3:11])[CH2:9][O:8][Si:1]([C:4]([CH3:7])([CH3:6])[CH3:5])([CH3:3])[CH3:2])[CH:13]=2)=[O:30])[CH:27]=[N:26][CH:25]=1. Procedure: The title compound was prepared according to the method described for Preparation 28 using 7-(2-{[tert-butyl(dimethyl)silyl]oxy}-1-methylethyl)-2-chloro-5-iodo-7H-pyrrolo[2,3-d]pyrimidine (see Preparation 55, enantiomer 1) and 5-bromo-N-methoxy-N-methylnicotinamide to afford the title compound as a yellow solid in 30% yield, 1.0 g. 1H NMR (400 MHz, DMSO-D6) δ: −0.14 (s, 6H), 0.61 (s, 9H), 1.52 (d, 3H), 3.91-3.96 (m, 2H), 5.00 (m, 1H), 8.37 (s, 1H), 8.58 (s, 1H), 8.95 (s, 1H), 9.00 (s, 1H), 9.33 ...